This data is from the Open Reaction Database (ORD), a public repository of structured organic reaction records. The task is: describe an organic reaction: reactants, conditions, products, and yield Reactants: COCC1(CC(C(O1)(C)C)=O)C (5-methoxymethyl-2,2,5-trimethyldihydrofuran-3-one), COCC1(OC(CC1=O)(C)C)C (2-methoxymethyl-2,5,5-trimethyldihydrofuran-3-one), [Se](=O)=O (selenium dioxide). Run in O1CCOCC1 (dioxane), O1CCOCC1 (dioxane). Yields the product COCC1(OC(C(C1=O)=O)(C)C)C (2-methoxymethyl-2,5,5-trimethylfuran-3,4-dione). Reaction SMILES: [Se](=O)=O.[CH3:4][O:5][CH2:6][C:7]1([CH3:15])[O:11][C:10]([CH3:13])([CH3:12])[C:9](=[O:14])[CH2:8]1.C[O:17]CC1(C)C(=O)CC(C)(C)O1>O1CCOCC1>[CH3:4][O:5][CH2:6][C:7]1([CH3:15])[C:8](=[O:17])[C:9](=[O:14])[C:10]([CH3:12])([CH3:13])[O:11]1. Procedure details: A stirred solution of selenium dioxide (2.10 g, 18.91 mmol) in moist dioxane (17 ml, containing 0.5% distilled water by volume) is heated to 100° C., at which point a second (mixed) solution of 5-methoxymethyl-2,2,5-trimethyldihydrofuran-3-one and 2-methoxymethyl-2,5,5-trimethyldihydrofuran-3-one (2.55 g, 14.82 mmol) in moist dioxane (5 ml, containing 0.5% distilled water by volume) is added dropwise over 40 minutes, then further heated at this temperature for 3 hours. After cooling to room temp...